From a dataset of the Open Reaction Database (ORD), a public repository of structured organic reaction records. describe an organic reaction: reactants, conditions, products, and yield Reactants: C(C)(=O)O[BH-](OC(C)=O)OC(C)=O.[Na+] (sodium triacetoxyborohydride), NC1CCN(CC1)C(=O)OC(C)(C)C (4-amino-1-N-Boc-piperidine), ClC=1N=CSC1C=O (4-chloro-thiazole-5-carbaldehyde), C(C)(=O)O (acetic acid), [OH-].[Na+] (NaOH). Run in ClCCCl (1,2-dichloroethane). The product is C(C)(C)(C)OC(=O)N1CCC(CC1)NCC1=C(N=CS1)Cl (4-{[(4-chloro-thiazol-5-yl)methyl]-amino}-piperidine-1-carboxylic acid tert-butyl ester). Yield: 74.0%. RXN SMILES: C(O[BH-](OC(=O)C)OC(=O)C)(=O)C.[Na+].[NH2:15][CH:16]1[CH2:21][CH2:20][N:19]([C:22]([O:24][C:25]([CH3:28])([CH3:27])[CH3:26])=[O:23])[CH2:18][CH2:17]1.[Cl:29][C:30]1[N:31]=[CH:32][S:33][C:34]=1[CH:35]=O.C(O)(=O)C.[OH-].[Na+]>ClCCCl>[C:25]([O:24][C:22]([N:19]1[CH2:18][CH2:17][CH:16]([NH:15][CH2:35][C:34]2[S:33][CH:32]=[N:31][C:30]=2[Cl:29])[CH2:21][CH2:20]1)=[O:23])([CH3:28])([CH3:27])[CH3:26] |f:0.1,5.6|. Procedure details: Add sodium triacetoxyborohydride (30.50 g, 144 mmol) to a stirred solution of 4-amino-1-N-Boc-piperidine (18.00 g, 89.9 mmol), 4-chloro-thiazole-5-carbaldehyde (13.09 g, 88.7 mmol), acetic acid (5.5 mL, 96.1 mmol), and 1,2-dichloroethane (350 mL). Stir the reaction for 18 hours at room temperature under nitrogen. Pour the reaction into 2N NaOH (400 mL) and extract with ethyl acetate (3×150 mL). Wash the ethyl acetate with brine (2×150 mL). Dry the ethyl acetate over sodium sulfate and then filte... Reactants: Cl (HCl), C(C)(=O)N([C@@H]1C[C@@H](N(C2=CC=CC=C12)C(=O)C1=CC=C(OCCC(C(=O)OC)NC(=O)OC(C)(C)C)C=C1)C)C1=CC=C(C=C1)Cl (Methyl 4-(4-{[(2S,4R)-4-[acetyl(4-chlorophenyl)amino]-2-methyl-3,4-dihydroquinolin-1(2H)-yl]carbonyl}phenoxy)-2-[(tert-butoxycarbonyl)amino]butanoate), ClCCl (dichloromethane), C(C)(=O)O[BH-](OC(C)=O)OC(C)=O.[Na+] (Sodium triacetoxyborohydride), C(C)=O (acetaldehyde). Run in O1CCOCC1 (dioxane). Conditions: time 2 hour. Yields the product C(C)(=O)N([C@@H]1C[C@@H](N(C2=CC=CC=C12)C(=O)C1=CC=C(OCCC(C(=O)OC)N(CC)CC)C=C1)C)C1=CC=C(C=C1)Cl (methyl 4-(4-{[(2S,4R)-4-[acetyl(4-chlorophenyl)amino]-2-methyl-3,4-dihydro-quinolin-1(2H)-yl]carbonyl}phenoxy)-2-(diethylamino)butanoate). Isolated yield 17.0%. RXN SMILES: C([N:4]([C:40]1[CH:45]=[CH:44][C:43]([Cl:46])=[CH:42][CH:41]=1)[C@H:5]1[C:14]2[C:9](=[CH:10][CH:11]=[CH:12][CH:13]=2)[N:8]([C:15]([C:17]2[CH:38]=[CH:37][C:20]([O:21][CH2:22][CH2:23][CH:24]([NH:29][C:30](OC(C)(C)C)=O)[C:25]([O:27][CH3:28])=[O:26])=[CH:19][CH:18]=2)=[O:16])[C@@H:7]([CH3:39])[CH2:6]1)(=O)C.Cl.[C:48](O[BH-](OC(=O)C)OC(=O)C)(=O)[CH3:49].[Na+].[CH:62](=[O:64])[CH3:63].Cl[CH2:66]Cl>O1CCOCC1>[C:62]([N:4]([C:40]1[CH:45]=[CH:44][C:43]([Cl:46])=[CH:42][CH:41]=1)[C@H:5]1[C:14]2[C:9](=[CH:10][CH:11]=[CH:12][CH:13]=2)[N:8]([C:15]([C:17]2[CH:38]=[CH:37][C:20]([O:21][CH2:22][CH2:23][CH:24]([N:29]([CH2:30][CH3:66])[CH2:48][CH3:49])[C:25]([O:27][CH3:28])=[O:26])=[CH:19][CH:18]=2)=[O:16])[C@@H:7]([CH3:39])[CH2:6]1)(=[O:64])[CH3:63] |f:2.3|. Reported procedure: Methyl 4-(4-{[(2S,4R)-4-[acetyl(4-chlorophenyl)amino]-2-methyl-3,4-dihydroquinolin-1(2H)-yl]carbonyl}phenoxy)-2-[(tert-butoxycarbonyl)amino]butanoate was dissolved in 20 ml dichloromethane and 4 ml HCl in dioxane (4M) was added. The mixture was stirred 2 hours and concentrated down. The residue was washed with ether, then partition between 1M NaOH and dichloromethane. The dichloromethane layer was removed and dried with MgSO4. Sodium triacetoxyborohydride (0.61 g, 2.9 mmol) and acetaldehyde (0.3...